Dataset: the Open Reaction Database (ORD), a public repository of structured organic reaction records. Task: describe an organic reaction: reactants, conditions, products, and yield The reactants are BrC=1C=CC(=C(C1)C1CC(=NN1C1=C(C=C(C=C1)F)F)C(C(F)(F)F)(F)F)F (5-(5-Bromo-2-fluoro-phenyl)-1-(2,4-difluoro-phenyl)-3-pentafluoroethyl-4,5-dihydro-1H-pyrazole), CSC=1C=C(C=CC1)B(O)O (3-(methylthio)phenylboronic acid), C([O-])([O-])=O.[Na+].[Na+] (sodium carbonate), CCCC (1,2-dimethylethane). Reagents/catalysts: C=1C=CC(=CC1)[P](C=2C=CC=CC2)(C=3C=CC=CC3)[Pd]([P](C=4C=CC=CC4)(C=5C=CC=CC5)C=6C=CC=CC6)([P](C=7C=CC=CC7)(C=8C=CC=CC8)C=9C=CC=CC9)[P](C=1C=CC=CC1)(C=1C=CC=CC1)C=1C=CC=CC1 (Pd(PPh3)4). Solvent: C(C)O (ethanol). Run at temperature 88 celsius, time 2 hour. Yields the product FC1=C(C=CC(=C1)F)N1N=C(CC1C=1C=C(C=CC1F)C1=CC(=CC=C1)SC)C(C(F)(F)F)(F)F (1-(2,4-difluoro-phenyl)-5-(4-fluoro-3′-(methylsulfanyl)biphenyl-3-yl)-3-pentafluoroethyl-4,5-dihydro-1H-pyrazole). Isolated yield 61.6%. RXN SMILES: Br[C:2]1[CH:3]=[CH:4][C:5]([F:28])=[C:6]([CH:8]2[N:12]([C:13]3[CH:18]=[CH:17][C:16]([F:19])=[CH:15][C:14]=3[F:20])[N:11]=[C:10]([C:21]([F:27])([F:26])[C:22]([F:25])([F:24])[F:23])[CH2:9]2)[CH:7]=1.[CH3:29][S:30][C:31]1[CH:32]=[C:33](B(O)O)[CH:34]=[CH:35][CH:36]=1.C(=O)([O-])[O-].[Na+].[Na+].CCCC>C1C=CC([P]([Pd]([P](C2C=CC=CC=2)(C2C=CC=CC=2)C2C=CC=CC=2)([P](C2C=CC=CC=2)(C2C=CC=CC=2)C2C=CC=CC=2)[P](C2C=CC=CC=2)(C2C=CC=CC=2)C2C=CC=CC=2)(C2C=CC=CC=2)C2C=CC=CC=2)=CC=1.C(O)C>[F:20][C:14]1[CH:15]=[C:16]([F:19])[CH:17]=[CH:18][C:13]=1[N:12]1[CH:8]([C:6]2[CH:7]=[C:2]([C:35]3[CH:34]=[CH:33][CH:32]=[C:31]([S:30][CH3:29])[CH:36]=3)[CH:3]=[CH:4][C:5]=2[F:28])[CH2:9][C:10]([C:21]([F:27])([F:26])[C:22]([F:25])([F:23])[F:24])=[N:11]1 |f:2.3.4,^1:53,55,74,93|. Reported procedure: 5-(5-Bromo-2-fluoro-phenyl)-1-(2,4-difluoro-phenyl)-3-pentafluoroethyl-4,5-dihydro-1H-pyrazole (50.0 mg, 0.11 mmol) prepared in Step 5 of Preparation 8, 3-(methylthio)phenylboronic acid (26.7 mg, 0.16 mmol), Pd(PPh3)4 (12.3 mg, cat.) and a 2N sodium carbonate solution (500.0 uL) were added to a mixed solvent of ethanol (500.0 uL) and 1,2-dimethylethane (2.0 mL). The reaction mixture was stirred at 88° C. for 2 hours and then filtered through celite pad. A saturated solution of ammonium chloride ...